Dataset: the Open Reaction Database (ORD), a public repository of structured organic reaction records. Task: describe an organic reaction: reactants, conditions, products, and yield The reactants are CN1C(C=C(C=C1)B1OC(C(O1)(C)C)(C)C)=O (1-methyl-4-(4,4,5,5-tetramethyl-1,3,2-dioxaborolan-2-yl)pyridin-2(1H)-one), BrC1=CC2=C(N1C1CC1)C(N(C2=O)C2=CN(C(C(=C2)Cl)=O)C)C2=CC=C(C=C2)Cl (2-bromo-5-(5-chloro-1-methyl-6-oxo-1,6-dihydropyridin-3-yl)-6-(4-chlorophenyl)-1-cyclopropyl-5,6-dihydropyrrolo[3,4-b]pyrrol-4(1H)-one), C(Cl)Cl.CO.N (CH2Cl2 MeOH NH3). Product: ClC1=CC(=CN(C1=O)C)N1C(C=2N(C(=CC2C1=O)C1=CC(N(C=C1)C)=O)C1CC1)C1=CC=C(C=C1)Cl (5-(5-Chloro-1-methyl-6-oxo-1,6-dihydropyridin-3-yl)-6-(4-chlorophenyl)-1-cyclopropyl-2-(1-methyl-2-oxo-1,2-dihydropyridin-4-yl)-5,6-dihydropyrrolo[3,4-b]pyrrol-4(1H)-one). Reaction SMILES: [CH3:1][N:2]1[CH:7]=[CH:6][C:5](B2OC(C)(C)C(C)(C)O2)=[CH:4][C:3]1=[O:17].Br[C:19]1[N:23]([CH:24]2[CH2:26][CH2:25]2)[C:22]2[CH:27]([C:40]3[CH:45]=[CH:44][C:43]([Cl:46])=[CH:42][CH:41]=3)[N:28]([C:31]3[CH:36]=[C:35]([Cl:37])[C:34](=[O:38])[N:33]([CH3:39])[CH:32]=3)[C:29](=[O:30])[C:21]=2[CH:20]=1.C(Cl)Cl.CO.N>>[Cl:37][C:35]1[C:34](=[O:38])[N:33]([CH3:39])[CH:32]=[C:31]([N:28]2[C:29](=[O:30])[C:21]3[CH:20]=[C:19]([C:5]4[CH:6]=[CH:7][N:2]([CH3:1])[C:3](=[O:17])[CH:4]=4)[N:23]([CH:24]4[CH2:26][CH2:25]4)[C:22]=3[CH:27]2[C:40]2[CH:41]=[CH:42][C:43]([Cl:46])=[CH:44][CH:45]=2)[CH:36]=1 |f:2.3.4|. Procedure details: The title compound was prepared in analogy to the procedure described in Example 240 but using 1-methyl-4-(4,4,5,5-tetramethyl-1,3,2-dioxaborolan-2-yl)pyridin-2(1H)-one (Step 242.1) and 2-bromo-5-(5-chloro-1-methyl-6-oxo-1,6-dihydropyridin-3-yl)-6-(4-chlorophenyl)-1-cyclopropyl-5,6-dihydropyrrolo[3,4-b]pyrrol-4(1H)-one (Step 250.1). tR: 0.83 min (LC-MS 6); ESI-MS: 521.2/523.2 [M+H]+ (LC-MS 6); TLC (CH2Cl2/MeOH/NH3 94:5:1): Rf=0.18; 1H NMR (400 MHz, DMSO-d6) δ ppm 0.35-0.450 (m, 1 H) 0.74-0.84 (m... Reactants: C(CC(=O)Cl)(=O)Cl (malonyl chloride), CC1=CN(C(=O)NC1=O)[C@H]2C[C@@H]([C@H](O2)CO)N=[N+]=[N-] (AZT), O (Water). Solvent: C(C)#N (acetonitrile), C(C)#N (acetonitrile). Conditions: temperature 0 celsius, time 2 hour. The product is CC1=CN(C(=O)NC1=O)[C@H]2C[C@@H]([C@H](O2)CO)N=[N+]=[N-].C(CC(=O)O)(=O)O (AZT Malonic Acid). Yield: 68.0%. Reaction SMILES: [CH3:1][C:2]1[C:8](=[O:9])[NH:7][C:5](=[O:6])[N:4]([C@@H:10]2[O:14][C@H:13]([CH2:15][OH:16])[C@@H:12]([N:17]=[N+:18]=[N-:19])[CH2:11]2)[CH:3]=1.[C:20](Cl)(=[O:25])[CH2:21][C:22](Cl)=[O:23].[OH2:27]>C(#N)C>[CH3:1][C:2]1[C:8](=[O:9])[NH:7][C:5](=[O:6])[N:4]([C@@H:10]2[O:14][C@H:13]([CH2:15][OH:16])[C@@H:12]([N:17]=[N+:18]=[N-:19])[CH2:11]2)[CH:3]=1.[C:20]([OH:25])(=[O:6])[CH2:21][C:22]([OH:23])=[O:27] |f:4.5|. Procedure details: One gram of AZT was dissolved in 30 ml of anhydrous acetonitrile and added dropwise to a solution of 632 mg of malonyl chloride in 20 ml of acetonitrile at 0° C. The reaction mixture was stirred for 2 hours at 0° C. then at 8-10° C. for 4.5 hours. Thin layer chromatography was used to indicate that the reaction was complete. Water (4 ml) was added. Solvents were removed in vacuo and the residue purified by silica gel chromatography eluting with CHCl3:MeOH. Pure product was obtained in a 68% yiel... Reactants: CO, [Cl-], ClCCl, ClCCl, O=[N+]([O-])c1cnn2ccc(N3CCCC3c3cc(F)ccc3F)nc12, [NH4+]. Yields the product Nc1cnn2ccc(N3CCCC3c3cc(F)ccc3F)nc12. As a reaction SMILES: [CH3:26][OH:27].[Cl-:31].[Cl:28][CH2:29][Cl:30].[Cl:33][CH2:34][Cl:35].[F:1][c:2]1[c:3]([CH:9]2[N:10]([c:14]3[n:15][c:16]4[n:17]([cH:18][cH:19]3)[n:20][cH:21][c:22]4[N+:23]([O-:24])=[O:25])[CH2:11][CH2:12][CH2:13]2)[cH:4][c:5]([F:8])[cH:6][cH:7]1.[NH4+:32]>>[F:1][c:2]1[c:3]([CH:9]2[N:10]([c:14]3[n:15][c:16]4[n:17]([cH:18][cH:19]3)[n:20][cH:21][c:22]4[NH2:23])[CH2:11][CH2:12][CH2:13]2)[cH:4][c:5]([F:8])[cH:6][cH:7]1.